This data is from the Open Reaction Database (ORD), a public repository of structured organic reaction records. The task is: describe an organic reaction: reactants, conditions, products, and yield The reactants are resultant mixture, P(O)(O)(O)=O (ortho-phosphoric acid), COC=1C(C=CC(C1)=O)=O (methoxybenzoquinone), C1(\C=C/C(=O)O1)=O (maleic anhydride), C(CCCCCCCCCCC)N (dodecylamine). The reagents and catalysts are C(C)(=O)[O-].[Zn+2].C(C)(=O)[O-] (zinc acetate). Solvent: C1CCCC2=CC=CC=C12 (tetrahydronaphthalene), C1CCCC2=CC=CC=C12 (tetrahydronaphthalene). Reaction conditions: temperature 210 celsius, time 120 minute. Product: C(CCCCCCCCCCC)N1C(C=CC1=O)=O (N-dodecyl maleimide). As a reaction SMILES: [C:1]1(=[O:7])O[C:4](=[O:5])[CH:3]=[CH:2]1.[CH2:8]([NH2:20])[CH2:9][CH2:10][CH2:11][CH2:12][CH2:13][CH2:14][CH2:15][CH2:16][CH2:17][CH2:18][CH3:19].P(=O)(O)(O)O.COC1C(=O)C=CC(=O)C=1>C1C2C(=CC=CC=2)CCC1.C([O-])(=O)C.[Zn+2].C([O-])(=O)C>[CH2:8]([N:20]1[C:4](=[O:5])[CH:3]=[CH:2][C:1]1=[O:7])[CH2:9][CH2:10][CH2:11][CH2:12][CH2:13][CH2:14][CH2:15][CH2:16][CH2:17][CH2:18][CH3:19] |f:5.6.7|. Procedure: The same reactor as used in Example 7 was adopted. In this reactor, a solution of 120 g of maleic anhydride in 360 g of tetrahydronaphthalene was placed. Then, a solution of 220 g of dodecylamine and 1760 g of tetrahydronaphthalene was added thereto at 40° C. over a period of 120 minutes. After the addition was completed, the resultant mixture and 65.4 g of ortho-phosphoric acid (purity 89% by weight), 1.344 g of methoxybenzoquinone, and 0.1 g of zinc acetate added thereto were heated at 210° C.... Starting materials: O (water), C(C1=CC=CC=C1)OC(C=O)=CN(C)C (2-(Benzyloxy)-3-(dimethylamino)acrylaldehyde), Cl.NC(=N)N (guanidine hydrochloride), [H-].[Na+] (sodium hydride), [H-].[Na+] (sodium hydride). Run in CN1C(CCC1)=O (N-methylpyrrolidone). The product is C(C1=CC=CC=C1)OC=1C=NC(=NC1)N (5-(benzyloxy)pyrimidin-2-amine). Yield: 65.2%. Reaction SMILES: [CH2:1]([O:8][C:9](=[CH:12]N(C)C)[CH:10]=O)[C:2]1[CH:7]=[CH:6][CH:5]=[CH:4][CH:3]=1.Cl.[NH2:17][C:18]([NH2:20])=[NH:19].[H-].[Na+].O>CN1CCCC1=O>[CH2:1]([O:8][C:9]1[CH:10]=[N:19][C:18]([NH2:20])=[N:17][CH:12]=1)[C:2]1[CH:7]=[CH:6][CH:5]=[CH:4][CH:3]=1 |f:1.2,3.4|. Procedure details: 2-(Benzyloxy)-3-(dimethylamino)acrylaldehyde (10.95 g, 53.3 mmol) was dissolved in N-methylpyrrolidone (85 mL), the solution was added with guanidine hydrochloride (15.3 g, 160 mmol), and then the mixture was added with sodium hydride (50% in oil, 15.3 g, 320 mmol) with stirring on an ice bath, and stirred on an oil bath at 80° C. for 1 hour. The reaction mixture was added with water on an ice bath to decompose excessive sodium hydride, and then extracted with ether and water, and the organic la... RXN SMILES: CC[O-].[Na+].[N+:5]([C:8]1[CH:15]=[CH:14][C:11]([CH:12]=O)=[CH:10][CH:9]=1)([O-:7])=[O:6].[CH2:16](P(=O)(OCC)OCC)[P:17](=[O:24])([O:21][CH2:22][CH3:23])[O:18][CH2:19][CH3:20]>CO>[CH2:19]([O:18][P:17]([CH:16]=[CH:12][C:11]1[CH:14]=[CH:15][C:8]([N+:5]([O-:7])=[O:6])=[CH:9][CH:10]=1)(=[O:24])[O:21][CH2:22][CH3:23])[CH3:20] |f:0.1|. Yields the product C(C)OP(OCC)(=O)C=CC1=CC=C(C=C1)[N+](=O)[O-] (4-Nitrostyryl phosphonic acid diethyl ester). Reactants: CC[O-].[Na+] (sodium ethylate), tetraethyl methylene diphosphonate, CC[O-].[Na+] (Sodium ethylate), [N+](=O)([O-])C1=CC=C(C=O)C=C1 (4-nitrobenzaldehyde), C(P(OCC)(OCC)=O)P(OCC)(OCC)=O (tetraethyl methylenediphosphonate). Run in CO (methanol). Run at time 2 hour. Reported procedure: Sodium ethylate (4.95 g, 72.8 mmol) is added to a solution of 4-nitrobenzaldehyde (10 g, 66.2 mmol) in 200 ml of methanol, and tetraethyl methylenediphosphonate (21 g, 72.8 mmol) is then added dropwise. After 2 h of stirring at room temperature, a further 0.43 g of sodium ethylate and 2 g of tetraethyl methylene diphosphonate are added. After 15 min of stirring at room temperature, the ethanol is evaporated off under vacuum and the residue is bipartitioned in a water/ethyl acetate mixture. The o... Starting materials: COC(=O)CBr, C1CCOC1, O=C1CCN(C(=O)C=Cc2ccc(Cl)c(Cl)c2)CCN1, [K+], O=S(=O)([O-])O. Product: COC(=O)CN1CCN(C(=O)C=Cc2ccc(Cl)c(Cl)c2)CCC1=O. Reaction SMILES: [Br:21][CH2:22][C:23](=[O:24])[O:25][CH3:26].[CH2:33]1[O:34][CH2:35][CH2:36][CH2:37]1.[Cl:1][c:2]1[cH:3][c:4]([CH:9]=[CH:10][C:11](=[O:12])[N:13]2[CH2:14][CH2:15][NH:16][C:17](=[O:20])[CH2:18][CH2:19]2)[cH:5][cH:6][c:7]1[Cl:8].[K+:32].[S:27](=[O:28])(=[O:29])([OH:30])[O-:31]>>[Cl:1][c:2]1[cH:3][c:4]([CH:9]=[CH:10][C:11](=[O:12])[N:13]2[CH2:14][CH2:15][N:16]([CH2:22][C:23](=[O:24])[O:25][CH3:26])[C:17](=[O:20])[CH2:18][CH2:19]2)[cH:5][cH:6][c:7]1[Cl:8].